Dataset: the Open Reaction Database (ORD), a public repository of structured organic reaction records. Task: describe an organic reaction: reactants, conditions, products, and yield Starting materials: C(CCCCC)OC1=CC(=C(C=C1)B(O)O)F (4-Hexyloxy-2-fluorophenylboronic acid), BrC1=CC=C(C=C1)C1=C(C=C(C=C1)CCCCC)F (4'-bromo-2-fluoro-4-pentylbiphenyl), C(CCCCC)OC1(CC(=C(C=C1F)C1=CC=CC=C1)F)C1=CC=C(C=C1)CCCCC (4'-n-Hexyloxy-4"-n-pentyl-2',5'-difluoro-p-terphenyl). The product is C(CCCCC)OC1=CC(=C(C=C1)C1=CC=C(C=C1)C1=C(C=C(C=C1)CCCCC)F)F (4-n-Hexyloxy-4"-n-pentyl-2,2"-difluoro-p-terphenyl). Reaction SMILES: [CH2:1]([O:7][C:8]1[CH:13]=[CH:12][C:11](B(O)O)=[C:10]([F:17])[CH:9]=1)[CH2:2][CH2:3][CH2:4][CH2:5][CH3:6].Br[C:19]1[CH:24]=[CH:23][C:22]([C:25]2[CH:30]=[CH:29][C:28]([CH2:31][CH2:32][CH2:33][CH2:34][CH3:35])=[CH:27][C:26]=2[F:36])=[CH:21][CH:20]=1.C(OC1(C2C=CC(CCCCC)=CC=2)C(F)=CC(C2C=CC=CC=2)=C(F)C1)CCCCC>>[CH2:1]([O:7][C:8]1[CH:13]=[CH:12][C:11]([C:19]2[CH:20]=[CH:21][C:22]([C:25]3[CH:30]=[CH:29][C:28]([CH2:31][CH2:32][CH2:33][CH2:34][CH3:35])=[CH:27][C:26]=3[F:36])=[CH:23][CH:24]=2)=[C:10]([F:17])[CH:9]=1)[CH2:2][CH2:3][CH2:4][CH2:5][CH3:6]. Procedure: The product from 3B is coupled with 4'-bromo-2-fluoro-4-pentylbiphenyl in an analogous manner as described for 1G.